This data is from the Open Reaction Database (ORD), a public repository of structured organic reaction records. The task is: describe an organic reaction: reactants, conditions, products, and yield The reactants are C(Cl)(Cl)(Cl)Cl (Carbon tetrachloride), COC1(CCOCC1)C=1C=C(CO)C=CC1 (3-(4-Methoxytetrahydropyran-4-yl)benzyl alcohol), CN(C)P(=O)(N(C)C)N(C)C (HMPA). Run in C1CCOC1 (THF). Conditions: time 10 minute. Yields the product COC1(CCOCC1)C=1C=C(CCl)C=CC1 (3-(4-Methoxytetrahydropyran-4-yl)benzyl chloride). Isolated yield 75.5%. As a reaction SMILES: [C:1]([Cl:5])(Cl)(Cl)Cl.[CH3:6][O:7][C:8]1([C:14]2[CH:15]=[C:16]([CH:19]=[CH:20][CH:21]=2)CO)[CH2:13][CH2:12][O:11][CH2:10][CH2:9]1.CN(P(N(C)C)(N(C)C)=O)C>C1COCC1>[CH3:6][O:7][C:8]1([C:14]2[CH:21]=[C:20]([CH:19]=[CH:16][CH:15]=2)[CH2:1][Cl:5])[CH2:9][CH2:10][O:11][CH2:12][CH2:13]1. Reported procedure: Carbon tetrachloride (30.3 g, 198 mmol) was added dropwise over 20 minutes to a solution of 3-(4-methxytetrahydropyran-4-yl)benzyl alcohol from Step 4 (29.3 g, 132 mmol) and HMPA (32.2 g, 198 mmol) in THF (400 mL) at 0°-5° C. The mixture was stirred for 10 minutes and then concentrated. Excess Et2O was added and the mixture filtered through a celite pad. The filtrate was concentrated and chromatographed on silica gel using 20% EtOAc in hexane as eluent to obtain 24 g (81%) of the title compound ... Reaction SMILES: [C:14]([O:15][C:16]([N:17]1[CH2:18][CH2:19][NH:20][CH2:21][CH2:22]1)=[O:23])([CH3:24])([CH3:25])[CH3:26].[C:27]([CH3:28])([CH3:29])([CH3:30])[O:31][C:32](=[O:33])[N:34]1[CH2:35][CH2:36][N:37]([CH2:40][C:41]([CH2:42][n:43]2[c:44]([Br:51])[n:45][c:46]([N+:48](=[O:49])[O-:50])[cH:47]2)([CH3:52])[OH:53])[CH2:38][CH2:39]1.[CH3:1][C:2]1([CH2:3][n:4]2[cH:5][c:6]([N+:7]([O-:8])=[O:9])[n:10][cH:11]2)[CH2:12][O:13]1.[CH:56]([OH:57])([CH3:58])[CH3:59].[H-:54].[Na+:55].[O:60]=[CH:61][N:62]([CH3:63])[CH3:64].[OH2:65]>>[C:27]([CH3:28])([CH3:29])([CH3:30])[O:31][C:32](=[O:33])[N:34]1[CH2:35][CH2:36][N:37]([CH2:40][C:41]2([CH3:52])[CH2:42][n:43]3[c:44]([n:45][c:46]([N+:48](=[O:49])[O-:50])[cH:47]3)[O:53]2)[CH2:38][CH2:39]1. The reactants are CC(C)(C)OC(=O)N1CCNCC1, CC(O)(CN1CCN(C(=O)OC(C)(C)C)CC1)Cn1cc([N+](=O)[O-])nc1Br, CC1(Cn2cnc([N+](=O)[O-])c2)CO1, CC(C)O, [H-], [Na+], CN(C)C=O, O. The product is CC(C)(C)OC(=O)N1CCN(CC2(C)Cn3cc([N+](=O)[O-])nc3O2)CC1. Reactants: BrC=1C=NC(=NC1)Cl (5-bromo-2-chloropyrimidine), C(C)NC(=O)NC=1SC2=C(N1)C=C(C=C2C2=NC=CC=C2)C=2C=NC(=NC2)B(O)O ([5-[2-(ethylcarbamoylamino)-7-(2-pyridyl)-1,3-benzothiazol-5-yl]pyrimidin-2-yl]boronic acid), [O-]P(=O)([O-])[O-].[K+].[K+].[K+] (K3PO4). The reagents and catalysts are C1=CC=C(C=C1)P(C2=CC=CC=C2)C3=CC=CC=C3.C1=CC=C(C=C1)P(C2=CC=CC=C2)C3=CC=CC=C3.Cl[Pd]Cl (bis(triphenylphosphine)palladium (II) chloride). Solvent: CN(C)C=O (DMF). Conditions: temperature 80 celsius. Product: ClC1=NC=C(C=N1)C=1C=C(C2=C(N=C(S2)NC(=O)NCC)C1)C1=NC=CC=C1 (1-[5-(2-chloropyrimidin-5-yl)-7-(2-pyridyl)-1,3-benzothiazol-2-yl]-3-ethyl-urea). Yield: 49.9%. RXN SMILES: Br[C:2]1[CH:3]=[N:4][C:5]([Cl:8])=[N:6][CH:7]=1.[CH2:9]([NH:11][C:12]([NH:14][C:15]1[S:16][C:17]2[C:23]([C:24]3[CH:29]=[CH:28][CH:27]=[CH:26][N:25]=3)=[CH:22][C:21](C3C=NC(B(O)O)=NC=3)=[CH:20][C:18]=2[N:19]=1)=[O:13])[CH3:10].[O-]P([O-])([O-])=O.[K+].[K+].[K+]>CN(C=O)C.C1C=CC(P(C2C=CC=CC=2)C2C=CC=CC=2)=CC=1.C1C=CC(P(C2C=CC=CC=2)C2C=CC=CC=2)=CC=1.Cl[Pd]Cl>[Cl:8][C:5]1[N:4]=[CH:3][C:2]([C:21]2[CH:22]=[C:23]([C:24]3[CH:29]=[CH:28][CH:27]=[CH:26][N:25]=3)[C:17]3[S:16][C:15]([NH:14][C:12]([NH:11][CH2:9][CH3:10])=[O:13])=[N:19][C:18]=3[CH:20]=2)=[CH:7][N:6]=1 |f:2.3.4.5,7.8.9|. Reported procedure: To a solution of 5-bromo-2-chloropyrimidine (6.80 g, 35.1 mmol) in DMF (40 mL) was added [5-[2-(ethylcarbamoylamino)-7-(2-pyridyl)-1,3-benzothiazol-5-yl]pyrimidin-2-yl]boronic acid (10 g, 29.24 mmol) and aqueous solution of K3PO4 (9.3 g, 43.86 mmol). The reaction mixture was degassed by purging N2 for 15 min followed by addition of bis(triphenylphosphine)palladium (II) chloride (3.10 g, 4.4 mmol). The reaction mixture was again degassed for 10-15 min then heated up to 80° C. for 2 h. After compl...